From a dataset of the Open Reaction Database (ORD), a public repository of structured organic reaction records. describe an organic reaction: reactants, conditions, products, and yield The reactants are C(C)(C)C1=CC=C(C=C1)C1=CC=C(C=C1)/C(=C/CN(C)CC(=O)OC(C)(C)C)/C1=CSC=C1 ((Z)-N-(1-(4-(4-Isopropylphenyl)phenyl)-1-(3-thienyl)prop-1-en-3-yl)sarcosine, t-butyl ester), CO (methanol). Solvent: C(=O)O (formic acid). Run at temperature 40 celsius. Product: C(C)(C)C1=CC=C(C=C1)C1=CC=C(C=C1)/C(=C/CN(C)CC(=O)O)/C1=CSC=C1 ((Z)-N-(1-(4-(4-isopropylphenyl)phenyl)-1-(3-thienyl)prop-1-en-3-yl)sarcosine). Reaction SMILES: [CH:1]([C:4]1[CH:9]=[CH:8][C:7]([C:10]2[CH:15]=[CH:14][C:13](/[C:16](/[C:29]3[CH:33]=[CH:32][S:31][CH:30]=3)=[CH:17]/[CH2:18][N:19]([CH2:21][C:22]([O:24]C(C)(C)C)=[O:23])[CH3:20])=[CH:12][CH:11]=2)=[CH:6][CH:5]=1)([CH3:3])[CH3:2].CO>C(O)=O>[CH:1]([C:4]1[CH:5]=[CH:6][C:7]([C:10]2[CH:15]=[CH:14][C:13](/[C:16](/[C:29]3[CH:33]=[CH:32][S:31][CH:30]=3)=[CH:17]/[CH2:18][N:19]([CH2:21][C:22]([OH:24])=[O:23])[CH3:20])=[CH:12][CH:11]=2)=[CH:8][CH:9]=1)([CH3:3])[CH3:2]. Reported procedure: (Z)-N-(1-(4-(4-Isopropylphenyl)phenyl)-1-(3-thienyl)prop-1-en-3-yl)sarcosine, t-butyl ester F(i) (18.62 g, 40.3 mmol) was dissolved in 96% formic acid (200 mL). The solution was warmed at 40° C. overnight, then concentrated. The residue was co-evaporated twice with CH2Cl2. Column chromatography (2-15% MeOH/CH2Cl2) provided a pale yellow solid. Trituration with methanol (MeOH) provided pure (Z)-N-(1-(4-(4-isopropylphenyl)phenyl)-1-(3-thienyl)prop-1-en-3-yl)sarcosine G(i) (11.38 g, 70%) as a white... Reactants: NC1=CC=CC=2C(C3=CC=CC(=C3C(C12)=O)N)=O (1,8-diaminoanthraquinone), ClCCC(=O)Cl (3-chloropropioyl chloride). Reagents/catalysts: N1=CC=CC=C1 (pyridine). Solvent: CN(C=O)C (N,N-dimethylformamide). Reaction conditions: time 1 day. Product: ClCCC(=O)NC1=CC=CC=2C(C3=CC=CC(=C3C(C12)=O)NC(CCCl)=O)=O (1,8-Bis(3-chloropropionamido)anthraquinone). Isolated yield 58.0%. RXN SMILES: [NH2:1][C:2]1[C:15]2[C:14](=[O:16])[C:13]3[C:8](=[CH:9][CH:10]=[CH:11][C:12]=3[NH2:17])[C:7](=[O:18])[C:6]=2[CH:5]=[CH:4][CH:3]=1.[Cl:19][CH2:20][CH2:21][C:22](Cl)=[O:23]>CN(C)C=O.N1C=CC=CC=1>[Cl:19][CH2:20][CH2:21][C:22]([NH:1][C:2]1[C:15]2[C:14](=[O:16])[C:13]3[C:8](=[CH:9][CH:10]=[CH:11][C:12]=3[NH:17][C:22](=[O:23])[CH2:21][CH2:20][Cl:19])[C:7](=[O:18])[C:6]=2[CH:5]=[CH:4][CH:3]=1)=[O:23]. Procedure details: Dissolve 1,8-diaminoanthraquinone (0.476 g, 2 mmol) in N,N-dimethylformamide (20 ml). Add pyridine (0.5 ml) as catalyst in an ice bath and then add 3-chloropropioyl chloride (0.6 ml, 6 mmol). Remove the ice bath, introduce nitrogen, protect from light, and stir the solution at room temperature for one day. The reacted mixture is poured into ice water and filtered to get precipitate. The precipitate is recrystallized from ethanol to obtain orange compound 4. Reactants: COc1cc(OC)c2c(C)c(CCOS(C)(=O)=O)c(=O)oc2c1, c1ccc(C2CCNCC2)cc1. Product: COc1cc(OC)c2c(C)c(CCN3CCC(c4ccccc4)CC3)c(=O)oc2c1. RXN SMILES: [CH3:1][S:2]([O:3][CH2:6][CH2:7][c:8]1[c:9](=[O:23])[o:10][c:11]2[c:12]([c:13]1[CH3:14])[c:15]([O:21][CH3:22])[cH:16][c:17]([O:19][CH3:20])[cH:18]2)(=[O:4])=[O:5].[c:24]1([CH:30]2[CH2:31][CH2:32][NH:33][CH2:34][CH2:35]2)[cH:25][cH:26][cH:27][cH:28][cH:29]1>>[CH2:6]([CH2:7][c:8]1[c:9](=[O:23])[o:10][c:11]2[c:12]([c:13]1[CH3:14])[c:15]([O:21][CH3:22])[cH:16][c:17]([O:19][CH3:20])[cH:18]2)[N:33]1[CH2:32][CH2:31][CH:30]([c:24]2[cH:25][cH:26][cH:27][cH:28][cH:29]2)[CH2:35][CH2:34]1. The reactants are FC(F)(F)CCCBr, O=C([O-])[O-], Oc1ccc(C2CCN(c3ccc4nnc(C(F)(F)F)n4n3)CC2)cc1, [K+], [K+]. Yields the product FC(F)(F)CCCOc1ccc(C2CCN(c3ccc4nnc(C(F)(F)F)n4n3)CC2)cc1. Reaction SMILES: [Br:27][CH2:28][CH2:29][CH2:30][C:31]([F:32])([F:33])[F:34].[C:35](=[O:36])([O-:37])[O-:38].[F:1][C:2]([c:3]1[n:4][n:5][c:6]2[n:7]1[n:8][c:9]([N:12]1[CH2:13][CH2:14][CH:15]([c:18]3[cH:19][cH:20][c:21]([OH:24])[cH:22][cH:23]3)[CH2:16][CH2:17]1)[cH:10][cH:11]2)([F:25])[F:26].[K+:39].[K+:40]>>[F:1][C:2]([c:3]1[n:4][n:5][c:6]2[n:7]1[n:8][c:9]([N:12]1[CH2:13][CH2:14][CH:15]([c:18]3[cH:19][cH:20][c:21]([O:24][CH2:28][CH2:29][CH2:30][C:31]([F:32])([F:33])[F:34])[cH:22][cH:23]3)[CH2:16][CH2:17]1)[cH:10][cH:11]2)([F:25])[F:26]. The reactants are C(C)OC(C1=CC=C(C=C1)C1C(C2=NNC(C=3C=CC=C(C23)N1)=O)C1=CC=C(C(=O)N(C)C)C=C1)OCC (4-(8-(4-(diethoxymethyl)phenyl)-3-oxo-3,7,8,9-tetrahydro-2H-pyrido[4,3,2-de]phthalazin-9-yl)-N,N-dimethylbenzamide), FC(C(=O)O)(F)F (trifluoroacetic acid). Run in C(C)#N (acetonitrile). Conditions: time 30 minute. Yields the product C(=O)C1=CC=C(C=C1)C1C(C2=NNC(C=3C=CC=C(C23)N1)=O)C1=CC=C(C(=O)N(C)C)C=C1 (4-(8-(4-Formylphenyl)-3-oxo-3,7,8,9-tetrahydro-2H-pyrido[4,3,2-de]phthalazin-9-yl)-N,N-dimethylbenzamide). Isolated yield 91.2%. Reaction SMILES: C([O:3][CH:4](OCC)[C:5]1[CH:10]=[CH:9][C:8]([CH:11]2[NH:23][C:21]3[C:22]4[C:13](=[N:14][NH:15][C:16](=[O:24])[C:17]=4[CH:18]=[CH:19][CH:20]=3)[CH:12]2[C:25]2[CH:35]=[CH:34][C:28]([C:29]([N:31]([CH3:33])[CH3:32])=[O:30])=[CH:27][CH:26]=2)=[CH:7][CH:6]=1)C.FC(F)(F)C(O)=O>C(#N)C>[CH:4]([C:5]1[CH:6]=[CH:7][C:8]([CH:11]2[NH:23][C:21]3[C:22]4[C:13](=[N:14][NH:15][C:16](=[O:24])[C:17]=4[CH:18]=[CH:19][CH:20]=3)[CH:12]2[C:25]2[CH:26]=[CH:27][C:28]([C:29]([N:31]([CH3:33])[CH3:32])=[O:30])=[CH:34][CH:35]=2)=[CH:9][CH:10]=1)=[O:3]. Reported procedure: To a solution of 4-(8-(4-(diethoxymethyl)phenyl)-3-oxo-3,7,8,9-tetrahydro-2H-pyrido[4,3,2-de]phthalazin-9-yl)-N,N-dimethylbenzamide (180 mg, 0.35 mmol) in acetonitrile (10 mL) was added trifluoroacetic acid (5 mL), stirred for 30 min, Then the mixture was evaporated under reduced pressure to get the title compound (140 mg, yield 91%). LC-MS (ESI) m/z: 439(M+1)+. Reactants: CCI, CCO, [K+], N#CSc1ccc(N)c([N+](=O)[O-])c1, [OH-], O. Yields the product CCSc1ccc(N)c([N+](=O)[O-])c1. As a reaction SMILES: [CH2:16]([I:17])[CH3:18].[CH3:20][CH2:21][OH:22].[K+:15].[N+:1](=[O:2])([O-:3])[c:4]1[c:5]([NH2:6])[cH:7][cH:8][c:9]([S:11][C:12]#[N:13])[cH:10]1.[OH-:14].[OH2:19]>>[N+:1](=[O:2])([O-:3])[c:4]1[c:5]([NH2:6])[cH:7][cH:8][c:9]([S:11][CH2:12][CH3:16])[cH:10]1. Reactants: NC1=CC=C(C(=O)OCC)C=C1 (ethyl p-aminobenzoate), CN(P(=O)(N(C)C)N(C)C)C (hexamethylphosphoramide), BrCCOC1=CC=CC=C1 (β-bromophenetole). Run in O (water). Reaction conditions: temperature 110 celsius. Product: O(C1=CC=CC=C1)CCNC1=CC=C(C(=O)OCC)C=C1 (Ethyl p-[2-phenoxyethylamino)benzoate). Reaction SMILES: [NH2:1][C:2]1[CH:12]=[CH:11][C:5]([C:6]([O:8][CH2:9][CH3:10])=[O:7])=[CH:4][CH:3]=1.CN(C)P(N(C)C)(N(C)C)=O.Br[CH2:25][CH2:26][O:27][C:28]1[CH:33]=[CH:32][CH:31]=[CH:30][CH:29]=1>O>[O:27]([CH2:26][CH2:25][NH:1][C:2]1[CH:3]=[CH:4][C:5]([C:6]([O:8][CH2:9][CH3:10])=[O:7])=[CH:11][CH:12]=1)[C:28]1[CH:33]=[CH:32][CH:31]=[CH:30][CH:29]=1. Procedure: A mixture of 33 g of ethyl p-aminobenzoate, 80 ml of hexamethylphosphoramide and 20.1 g of β-bromophenetole is heated at 110° C. for 20 hours. The mixture is cooled, diluted with 25 ml of water, chilled, filtered and the solid washed with ethanol and with water to give crystals, mp 126°-129° C. Recrystallization from ethanol gives pale yellow crystals, mp 129°-131° C.